This data is from the Open Reaction Database (ORD), a public repository of structured organic reaction records. The task is: describe an organic reaction: reactants, conditions, products, and yield Starting materials: Cl.N1(C=NCC1)NC1=CC=C(C(=O)O)C=C1 (4-(2-imidazolinyl)aminobenzoic acid hydrochloride), CS(=O)(=O)OC1=CC2=CC=C(C=C2C=C1)C(N)=N (6-amidino-2-naphthol methanesulfonate), carbonate salt, C1CCC(CC1)N=C=NC2CCCCC2 (DCC). The reagents and catalysts are CN(C)C=1C=CN=CC1 (DMAP). Run in N1=CC=CC=C1 (pyridine). Product: Cl.Cl.N1(C=NCC1)NC1=CC=C(C(=O)OC2=CC3=CC=C(C=C3C=C2)C(N)=N)C=C1 (6-amidino-2-naphthyl 4-(2-imidazolinyl)amino-benzoate dihydrochloride). Isolated yield 63.6%. As a reaction SMILES: [ClH:1].[N:2]1([NH:7][C:8]2[CH:16]=[CH:15][C:11]([C:12]([OH:14])=[O:13])=[CH:10][CH:9]=2)[CH2:6][CH2:5][N:4]=[CH:3]1.CS(O[C:22]1[CH:31]=[CH:30][C:29]2[C:24](=[CH:25][CH:26]=[C:27]([C:32](=[NH:34])[NH2:33])[CH:28]=2)[CH:23]=1)(=O)=O.C1CCC(N=C=NC2CCCCC2)CC1>CN(C1C=CN=CC=1)C.N1C=CC=CC=1>[ClH:1].[ClH:1].[N:2]1([NH:7][C:8]2[CH:9]=[CH:10][C:11]([C:12]([O:14][C:22]3[CH:31]=[CH:30][C:29]4[C:24](=[CH:25][CH:26]=[C:27]([C:32](=[NH:33])[NH2:34])[CH:28]=4)[CH:23]=3)=[O:13])=[CH:15][CH:16]=2)[CH2:6][CH2:5][N:4]=[CH:3]1 |f:0.1,6.7.8|. Reported procedure: Alternatively, 4 g of 4-(2-imidazolinyl)aminobenzoic acid hydrochloride, 4.67 g of 6-amidino-2-naphthol methanesulfonate and 0.2 g of DMAP were dissolved in 60 ml of anhydrous pyridine, 5.13 g of DCC was added to the solution and then the reaction mixture was treated as described above, via a carbonate salt, to yield 2.35 g of 6-amidino-2-naphthyl 4-(2-imidazolinyl)amino-benzoate dihydrochloride. Reactants: O.[OH-].[Li+] (Lithium hydroxide monohydrate), COC(CC1=CC2=CC=C(C=C2C(=C1C)C1=CC=C(C=C1)S(=O)(=O)N1CCCC1)F)=O ({6-fluoro-3-methyl-4-[4-(pyrrolidine-1-sulfonyl)-phenyl]-naphthalen-2-yl}-acetic acid methyl ester), C1CCOC1.O (THF H2O). Run in CCCCCC (hexane). Reaction conditions: time 16 hour. Yields the product FC=1C=C2C(=C(C(=CC2=CC1)CC(=O)O)C)C1=CC=C(C=C1)S(=O)(=O)N1CCCC1 ({6-fluoro-3-methyl-4-[4-(pyrrolidine-1-sulfonyl)-phenyl]-naphthalen-2-yl}-acetic acid). Yield: 88.1%. Reaction SMILES: O.[OH-].[Li+].C[O:5][C:6](=[O:34])[CH2:7][C:8]1[C:17]([CH3:18])=[C:16]([C:19]2[CH:24]=[CH:23][C:22]([S:25]([N:28]3[CH2:32][CH2:31][CH2:30][CH2:29]3)(=[O:27])=[O:26])=[CH:21][CH:20]=2)[C:15]2[C:10](=[CH:11][CH:12]=[C:13]([F:33])[CH:14]=2)[CH:9]=1.C1COCC1.O>CCCCCC>[F:33][C:13]1[CH:14]=[C:15]2[C:10](=[CH:11][CH:12]=1)[CH:9]=[C:8]([CH2:7][C:6]([OH:34])=[O:5])[C:17]([CH3:18])=[C:16]2[C:19]1[CH:20]=[CH:21][C:22]([S:25]([N:28]2[CH2:32][CH2:31][CH2:30][CH2:29]2)(=[O:26])=[O:27])=[CH:23][CH:24]=1 |f:0.1.2,4.5|. Procedure details: Lithium hydroxide monohydrate (0.02 g, 0.68 mmol) was added to a stirred solution of {6-fluoro-3-methyl-4-[4-(pyrrolidine-1-sulfonyl)-phenyl]-naphthalen-2-yl}-acetic acid methyl ester (0.075 g, 0.17 mmol) in a 3:1 mixture of THF—H2O mixture (8 mL). The reaction mixture was stirred for 16 hours at room temperature. The reaction mixture was concentrated to remove THF, and the crude material was diluted with water, acidified [pH˜2] with a 6 N aqueous solution of hydrochloric acid. The mixture was e... Yields the product O=C(O)c1ccc(NCCCCCCCCCCCBr)cc1. RXN SMILES: [BrH:1].[C:23]([O:24][O:25][C:26](=[O:27])[c:28]1[cH:29][cH:30][cH:31][cH:32][cH:33]1)(=[O:34])[c:35]1[cH:36][cH:37][cH:38][cH:39][cH:40]1.[CH2:2]([CH2:3][CH2:4][CH2:5][CH2:6][CH2:7][CH2:8][CH2:9][CH2:10][CH:11]=[CH2:12])[NH:13][c:14]1[cH:15][cH:16][c:17]([C:18](=[O:19])[OH:20])[cH:21][cH:22]1.[CH3:41][O:42][CH2:43][CH2:44][O:45][CH3:46]>>[Br:1][CH2:12][CH2:11][CH2:10][CH2:9][CH2:8][CH2:7][CH2:6][CH2:5][CH2:4][CH2:3][CH2:2][NH:13][c:14]1[cH:15][cH:16][c:17]([C:18](=[O:19])[OH:20])[cH:21][cH:22]1. Reactants: Br, O=C(OOC(=O)c1ccccc1)c1ccccc1, C=CCCCCCCCCCNc1ccc(C(=O)O)cc1, COCCOC. The reactants are CO, Cl, CC(C)Oc1cc(Nc2nc(NC(CO)c3ccc(F)cc3)c(C#N)cc2F)n[nH]1, N#N. The product is CC(C)Oc1cc(Nc2nc(NC(CO)c3ccc(F)cc3)c(CN)cc2F)n[nH]1. As a reaction SMILES: [CH3:34][OH:35].[ClH:31].[F:1][c:2]1[c:3]([NH:21][c:22]2[n:23][nH:24][c:25]([O:27][CH:28]([CH3:29])[CH3:30])[cH:26]2)[n:4][c:5]([NH:10][CH:11]([CH2:12][OH:13])[c:14]2[cH:15][cH:16][c:17]([F:20])[cH:18][cH:19]2)[c:6]([C:7]#[N:8])[cH:9]1.[N:32]#[N:33]>>[F:1][c:2]1[c:3]([NH:21][c:22]2[n:23][nH:24][c:25]([O:27][CH:28]([CH3:29])[CH3:30])[cH:26]2)[n:4][c:5]([NH:10][CH:11]([CH2:12][OH:13])[c:14]2[cH:15][cH:16][c:17]([F:20])[cH:18][cH:19]2)[c:6]([CH2:7][NH2:8])[cH:9]1. The reactants are NC1C(C(OC2=C1C=C(C=C2)[N+](=O)[O-])(CF)CF)O (4-amino-2,2-bisfluoromethyl-3,4-dihydro-6-nitro-2H-1-benzopyran-3-ol), BrCC1=C(C(=O)OC)C=CC=C1 (methyl 2-bromomethylbenzoate), C([O-])([O-])=O.[K+].[K+] (potassium carbonate), [I-].[K+] (potassium iodide). Solvent: C(C)#N (acetonitrile), O (Water). Run at time 6 hour. The product is FCC1(OC2=C([C@H]([C@@H]1O)N1C(C3=CC=CC=C3C1)=O)C=C(C=C2)[N+](=O)[O-])CF (trans-2,2-bisfluoromethyl-3,4-dihydro-4-(2,3-dihydro-1-oxo-1H-isoindol-2-yl)-6-nitro-2H-1-benzopyran-3-ol). The yield is 42.2%. Reaction SMILES: [NH2:1][CH:2]1[C:7]2[CH:8]=[C:9]([N+:12]([O-:14])=[O:13])[CH:10]=[CH:11][C:6]=2[O:5][C:4]([CH2:17][F:18])([CH2:15][F:16])[CH:3]1[OH:19].Br[CH2:21][C:22]1[CH:31]=[CH:30][CH:29]=[CH:28][C:23]=1[C:24](OC)=[O:25].C(=O)([O-])[O-].[K+].[K+].[I-].[K+]>O.C(#N)C>[F:18][CH2:17][C:4]1([CH2:15][F:16])[C@@H:3]([OH:19])[C@H:2]([N:1]2[CH2:21][C:22]3[C:23](=[CH:28][CH:29]=[CH:30][CH:31]=3)[C:24]2=[O:25])[C:7]2[CH:8]=[C:9]([N+:12]([O-:14])=[O:13])[CH:10]=[CH:11][C:6]=2[O:5]1 |f:2.3.4,5.6|. Procedure details: A mixture of 0.25 g of 4-amino-2,2-bisfluoromethyl-3,4-dihydro-6-nitro-2H-1-benzopyran-3-ol, 0.22 g of methyl 2-bromomethylbenzoate, 0.40 g of potassium carbonate, 0.09 g of potassium iodide and 5 ml of acetonitrile was stirred at 75°-85° C. for 6 hours. Water was added thereto and the mixture was extracted with a mixed solvent of ethyl acetate and ether. After the organic layer was washed with 1N hydrochloric acid and dried, the solvent was distilled off. The resultant residue was purified usin... The reactants are CC(C)OP(=O)(COC(COCc1ccccc1)COS(C)(=O)=O)OC(C)C, CC(C)=O, [I-], [Na+]. Product: CC(C)OP(=O)(COC(CI)COCc1ccccc1)OC(C)C. As a reaction SMILES: [CH2:1]([c:2]1[cH:3][cH:4][cH:5][cH:6][cH:7]1)[O:8][CH2:9][CH:10]([CH2:11][O:12][S:13]([CH3:14])(=[O:15])=[O:16])[O:17][CH2:18][P:19](=[O:20])([O:21][CH:22]([CH3:23])[CH3:24])[O:25][CH:26]([CH3:27])[CH3:28].[CH3:31][C:32](=[O:33])[CH3:34].[I-:30].[Na+:29]>>[CH2:1]([c:2]1[cH:3][cH:4][cH:5][cH:6][cH:7]1)[O:8][CH2:9][CH:10]([CH2:11][I:30])[O:17][CH2:18][P:19](=[O:20])([O:21][CH:22]([CH3:23])[CH3:24])[O:25][CH:26]([CH3:27])[CH3:28]. Reactants: ClC1=CC=C(C(=N1)I)O (6-chloro-2-iodopyridin-3-ol), C[Si](CCOCN1C(=CC=2C1=NC=CC2)B(O)O)(C)C ((1-((2-(trimethylsilyl)ethoxy)methyl)-1H-pyrrolo[2,3-b]pyridin-2-yl)boronic acid), K3PO4.3H2O. Reagents/catalysts: C1=CC=C(C=C1)P([C-]2C=CC=C2)C3=CC=CC=C3.C1=CC=C(C=C1)P([C-]2C=CC=C2)C3=CC=CC=C3.Cl[Pd]Cl.[Fe+2] (Pd(dppf)Cl2). The solvent is O1CCOCC1 (1,4-dioxane). Reaction conditions: temperature 80 celsius, time 8 hour. The product is ClC1=CC=C(C(=N1)C1=CC=2C(=NC=CC2)N1COCC[Si](C)(C)C)O (6-chloro-2-(1-((2-(trimethylsilyl)ethoxy)methyl)-1H-pyrrolo[2,3-b]pyridin-2-yl)pyridin-3-ol). Yield: 29.2%. Reaction SMILES: [Cl:1][C:2]1[N:7]=[C:6](I)[C:5]([OH:9])=[CH:4][CH:3]=1.[CH3:10][Si:11]([CH3:29])([CH3:28])[CH2:12][CH2:13][O:14][CH2:15][N:16]1[C:20]2=[N:21][CH:22]=[CH:23][CH:24]=[C:19]2[CH:18]=[C:17]1B(O)O>O1CCOCC1.C1C=CC(P(C2C=CC=CC=2)[C-]2C=CC=C2)=CC=1.C1C=CC(P(C2C=CC=CC=2)[C-]2C=CC=C2)=CC=1.Cl[Pd]Cl.[Fe+2]>[Cl:1][C:2]1[N:7]=[C:6]([C:17]2[N:16]([CH2:15][O:14][CH2:13][CH2:12][Si:11]([CH3:29])([CH3:28])[CH3:10])[C:20]3=[N:21][CH:22]=[CH:23][CH:24]=[C:19]3[CH:18]=2)[C:5]([OH:9])=[CH:4][CH:3]=1 |f:3.4.5.6|. Procedure details: To a mixture of 6-chloro-2-iodopyridin-3-ol (8.39 g, 32.85 mmol), (1-((2-(trimethylsilyl)ethoxy)methyl)-1H-pyrrolo[2,3-b]pyridin-2-yl)boronic acid (8.00 g, 27.38 mmol) and K3PO4.3H2O (22 mg, 82.13 mmol) in 1,4-dioxane (120 mL), Pd(dppf)Cl2 (50 mg) was added under N2 protection. After stirred overnight at 80° C., the reaction mixture was concentrated in vacuo, suspended in water and extracted with EtOAc. The organic layer was washed with brine, dried over Na2SO4 and concentrated in vacuo. The res...